The task is: describe an organic reaction: reactants, conditions, products, and yield. This data is from the Open Reaction Database (ORD), a public repository of structured organic reaction records. Starting materials: Cc1ccc2[nH]c3c(c2c1)CCN(C)CC3, O=C(CCl)OC1CCCC1, [Cu]I, [K+], [K+], [K+], CN(C)C=O, O=C(O)C1CCCN1, O=P([O-])([O-])[O-]. The product is Cc1ccc2c(c1)c1c(n2CC(=O)OC2CCCC2)CCN(C)CC1. Reaction SMILES: [CH3:1][N:2]1[CH2:3][CH2:4][c:5]2[nH:6][c:7]3[cH:8][cH:9][c:10]([CH3:16])[cH:11][c:12]3[c:13]2[CH2:14][CH2:15]1.[Cl:33][CH2:34][C:35](=[O:36])[O:37][CH:38]1[CH2:39][CH2:40][CH2:41][CH2:42]1.[Cu:43][I:44].[K+:30].[K+:31].[K+:32].[O:45]=[CH:46][N:47]([CH3:48])[CH3:49].[OH:17][C:18]([CH:19]1[NH:20][CH2:21][CH2:22][CH2:23]1)=[O:24].[P:25]([O-:26])([O-:27])([O-:28])=[O:29]>>[CH3:1][N:2]1[CH2:3][CH2:4][c:5]2[n:6]([CH2:34][C:35](=[O:36])[O:37][CH:38]3[CH2:39][CH2:40][CH2:41][CH2:42]3)[c:7]3[cH:8][cH:9][c:10]([CH3:16])[cH:11][c:12]3[c:13]2[CH2:14][CH2:15]1. The reactants are CC(=O)[O-], CC(=O)[O-], CC(C)c1ccc(O)cc1, CC(=O)C(=[N+]=[N-])C(C)=O, [Rh+2], c1ccccc1. Reaction SMILES: [C:26]([O-:27])(=[O:28])[CH3:29].[C:31]([O-:32])(=[O:33])[CH3:34].[CH:1]([CH3:2])([CH3:3])[c:4]1[cH:5][cH:6][c:7]([OH:10])[cH:8][cH:9]1.[N+:11](=[N-:12])=[C:13]([C:14]([CH3:15])=[O:16])[C:17]([CH3:18])=[O:19].[Rh+2:30].[cH:20]1[cH:21][cH:22][cH:23][cH:24][cH:25]1>>[CH:1]([CH3:2])([CH3:3])[c:4]1[cH:5][cH:6][c:7]([O:10][CH:13]([C:14]([CH3:15])=[O:16])[C:17]([CH3:18])=[O:19])[cH:8][cH:9]1. The product is CC(=O)C(Oc1ccc(C(C)C)cc1)C(C)=O. Starting materials: BrC=1SC2=C(N1)C=C(C(=C2C2=CC=C(C=C2)Cl)[C@@H](C(=O)OCC)OC(C)(C)C)C ((S)-ethyl 2-(2-bromo-7-(4-chlorophenyl)-5-methylbenzo[d]thiazol-6-yl)-2-tert-butoxyacetate), CN1N=C(C2=CC(=CC=C12)B(O)O)C (1,3-dimethylindazole-5-boronic acid), C(=O)([O-])[O-].[K+].[K+] (K2CO3), [OH-].[Na+] (NaOH). Reagents/catalysts: C=1C=CC(=CC1)[P](C=2C=CC=CC2)(C=3C=CC=CC3)[Pd]([P](C=4C=CC=CC4)(C=5C=CC=CC5)C=6C=CC=CC6)([P](C=7C=CC=CC7)(C=8C=CC=CC8)C=9C=CC=CC9)[P](C=1C=CC=CC1)(C=1C=CC=CC1)C=1C=CC=CC1 (Pd(PPh3)4). Solvent: O1CCOCC1 (dioxane), CCO (EtOH). Run at temperature 100 celsius. The product is C(C)(C)(C)O[C@H](C(=O)O)C1=C(C2=C(N=C(S2)C=2C=C3C(=NN(C3=CC2)C)C)C=C1C)C1=CC=C(C=C1)Cl ((S)-2-tert-butoxy-2-(7-(4-chlorophenyl)-2-(1,3-dimethyl-1H-indazol-5-yl)-5-methylbenzo[d]thiazol-6-yl)acetic acid). Reaction SMILES: Br[C:2]1[S:3][C:4]2[C:10]([C:11]3[CH:16]=[CH:15][C:14]([Cl:17])=[CH:13][CH:12]=3)=[C:9]([C@H:18]([O:24][C:25]([CH3:28])([CH3:27])[CH3:26])[C:19]([O:21]CC)=[O:20])[C:8]([CH3:29])=[CH:7][C:5]=2[N:6]=1.[CH3:30][N:31]1[C:39]2[C:34](=[CH:35][C:36](B(O)O)=[CH:37][CH:38]=2)[C:33]([CH3:43])=[N:32]1.C([O-])([O-])=O.[K+].[K+].[OH-].[Na+]>C1C=CC([P]([Pd]([P](C2C=CC=CC=2)(C2C=CC=CC=2)C2C=CC=CC=2)([P](C2C=CC=CC=2)(C2C=CC=CC=2)C2C=CC=CC=2)[P](C2C=CC=CC=2)(C2C=CC=CC=2)C2C=CC=CC=2)(C2C=CC=CC=2)C2C=CC=CC=2)=CC=1.CCO.O1CCOCC1>[C:25]([O:24][C@@H:18]([C:9]1[C:8]([CH3:29])=[CH:7][C:5]2[N:6]=[C:2]([C:36]3[CH:35]=[C:34]4[C:39](=[CH:38][CH:37]=3)[N:31]([CH3:30])[N:32]=[C:33]4[CH3:43])[S:3][C:4]=2[C:10]=1[C:11]1[CH:12]=[CH:13][C:14]([Cl:17])=[CH:15][CH:16]=1)[C:19]([OH:21])=[O:20])([CH3:26])([CH3:28])[CH3:27] |f:2.3.4,5.6,^1:55,57,76,95|. Procedure details: A vial was charged with (S)-ethyl 2-(2-bromo-7-(4-chlorophenyl)-5-methylbenzo[d]thiazol-6-yl)-2-tert-butoxyacetate (100 mg, 0.202 mmol), 1,3-dimethylindazole-5-boronic acid (42 mg, 0.22 mmol), Pd(PPh3)4 (23 mg, 20 μmol), 2 M aq K2CO3 (800 μL), and dioxane (3.2 mL). The reaction was heated to 100° C. for 2 h. The reaction was treated with absolute EtOH (1.6 mL) and 10 M aq NaOH (800 μL). After heating to 100° C. for 2 h, the reaction was cooled to 23° C., and filtered (0.45 micron teflon syringe ...